Dataset: the Open Reaction Database (ORD), a public repository of structured organic reaction records. Task: describe an organic reaction: reactants, conditions, products, and yield Starting materials: COC=1C=CC(=C(CO)C1)[N+](=O)[O-] (5-methoxy-2-nitrobenzyl alcohol), [H][H] (hydrogen). Reagents/catalysts: [Pt]=O (platinum oxide). Run in C(C)O (ethanol). The product is NC1=C(CO)C=C(C=C1)OC (2-amino-5-methoxybenzyl alcohol). Reaction SMILES: [CH3:1][O:2][C:3]1[CH:4]=[CH:5][C:6]([N+:11]([O-])=O)=[C:7]([CH:10]=1)[CH2:8][OH:9].[H][H]>C(O)C.[Pt]=O>[NH2:11][C:6]1[CH:5]=[CH:4][C:3]([O:2][CH3:1])=[CH:10][C:7]=1[CH2:8][OH:9]. Procedure: This alcohol (2.1 g.) was dissolved in ethanol (100 ml.), Adams' platinum oxide catalyst was added, and the mixture was shaken with hydrogen at ambient temperature and pressure until 950 ml. of hydrogen had been absorbed (theoretical quantity=900 ml.). The hydrogenated mixture was filtered through "Supercel" (trademark) kicselguhr, and the solvent was evaporated to give 2-amino-5-methoxybenzyl alcohol as a brown solid;